This data is from the Open Reaction Database (ORD), a public repository of structured organic reaction records. The task is: describe an organic reaction: reactants, conditions, products, and yield Yields the product C(C)O[C@@H]1[C@H](C[C@@H]2CC[C@H]3[C@@H]4CC[C@H](C(C)=O)[C@]4(CC([C@@H]3[C@]2(C1)C)=O)C)OC(CC)=O (2β-Ethoxy-3α-propionyloxy-5α-pregnane-11,20-dione). RXN SMILES: [CH2:1]([O:3][C@H:4]1[CH2:23][C@@:22]2([CH3:24])[C@@H:7]([CH2:8][CH2:9][C@@H:10]3[C@@H:21]2[C:20](=[O:25])[CH2:19][C@@:18]2([CH3:26])[C@H:11]3[CH2:12][CH2:13][C@@H:14]2[C:15](=[O:17])[CH3:16])[CH2:6][C@@H:5]1[OH:27])[CH3:2].[OH2:28].N1C=C[CH:32]=[CH:31][CH:30]=1>>[CH2:1]([O:3][C@H:4]1[CH2:23][C@@:22]2([CH3:24])[C@@H:7]([CH2:8][CH2:9][C@@H:10]3[C@@H:21]2[C:20](=[O:25])[CH2:19][C@@:18]2([CH3:26])[C@H:11]3[CH2:12][CH2:13][C@@H:14]2[C:15](=[O:17])[CH3:16])[CH2:6][C@@H:5]1[O:27][C:30](=[O:28])[CH2:31][CH3:32])[CH3:2]. The reactants are C(C)O[C@@H]1[C@H](C[C@@H]2CC[C@H]3[C@@H]4CC[C@H](C(C)=O)[C@]4(CC([C@@H]3[C@]2(C1)C)=O)C)O (2β-Ethoxy-3α-hydroxy-5α-pregnane-11,20-dione), anhydride, N1=CC=CC=C1 (pyridine), O (Water). Conditions: time 8 hour. Reported procedure: 2β-Ethoxy-3α-hydroxy-5α-pregnane-11,20-dione (500 mg.) in pyridine (2.5 ml.) was treated with pripionic anhydride (2.5 ml.), and the solution was left at room temperature overnight. Water was added, and the mixture was extracted with chloroform. The extract was washed with dilute hyrochloric acid, dried over sodium sulphate and evaporated to an oil which was purified by preparative tlc to give the title compound (295 mg.) as a colourless foam [α]D + 107°. Reactants: NC=1C=CC(=NC1)OC (5-Amino-2-methoxy pyridine), N1=CC=CC=C1 (pyridine), C1(CC1)C(=O)Cl (cyclopropane carboxylic acid chloride). The solvent is ClCCl (dichloromethane). Conditions: time 1 hour. Yields the product COC1=NC=C(C=C1)NC(=O)C1CC1 (N-(2-Methoxy-5-pyridyl)-cyclopropane carboxamide). RXN SMILES: [NH2:1][C:2]1[CH:3]=[CH:4][C:5]([O:8][CH3:9])=[N:6][CH:7]=1.N1C=CC=CC=1.[CH:16]1([C:19](Cl)=[O:20])[CH2:18][CH2:17]1>ClCCl>[CH3:9][O:8][C:5]1[CH:4]=[CH:3][C:2]([NH:1][C:19]([CH:16]2[CH2:18][CH2:17]2)=[O:20])=[CH:7][N:6]=1. Reported procedure: 5-Amino-2-methoxy pyridine (12.4 grams, 0.10 mole) and 10 milliliters (ml) of pyridine were mixed together in 200 ml dichloromethane in a reaction flask. 9.1 ml (0.10 mole) of cyclopropane carboxylic acid chloride was added to the reaction mixture over a period of 2 minutes. The reaction was exothermic and temperature rose to 34° C. The reaction was allowed to stand for one hour at room temperature, after which the reaction mixture was washed with 200 ml of 5% sodium hydroxide and 100 ml of wate... Reactants: N1(CCC1)C1=CC=C(C(=N1)CN1C(O[C@@H]([C@@H]1C)C1=CC(=CC(=C1)C(F)(F)F)C(F)(F)F)=O)C1=C(C=CC(=C1)[N+](=O)[O-])OC ((4S,5R)-3-{[6-azetidin-1-yl-3-(2-methoxy-5-nitrophenyl)pyridin-2-yl]methyl}-5-[3,5-bis(trifluoromethyl)phenyl]-4-methyl-1,3-oxazolidin-2-one). RXN SMILES: [N:1]1([C:5]2[N:10]=[C:9]([CH2:11][N:12]3[C@@H:16]([CH3:17])[C@@H:15]([C:18]4[CH:23]=[C:22]([C:24]([F:27])([F:26])[F:25])[CH:21]=[C:20]([C:28]([F:31])([F:30])[F:29])[CH:19]=4)[O:14][C:13]3=[O:32])[C:8]([C:33]3[CH:38]=[C:37]([N+:39]([O-])=O)[CH:36]=[CH:35][C:34]=3[O:42][CH3:43])=[CH:7][CH:6]=2)[CH2:4][CH2:3][CH2:2]1>CCO.[Pd]>[NH2:39][C:37]1[CH:36]=[CH:35][C:34]([O:42][CH3:43])=[C:33]([C:8]2[C:9]([CH2:11][N:12]3[C@@H:16]([CH3:17])[C@@H:15]([C:18]4[CH:23]=[C:22]([C:24]([F:25])([F:26])[F:27])[CH:21]=[C:20]([C:28]([F:31])([F:30])[F:29])[CH:19]=4)[O:14][C:13]3=[O:32])=[N:10][C:5]([N:1]3[CH2:4][CH2:3][CH2:2]3)=[CH:6][CH:7]=2)[CH:38]=1. Yields the product NC=1C=CC(=C(C1)C=1C(=NC(=CC1)N1CCC1)CN1C(O[C@@H]([C@@H]1C)C1=CC(=CC(=C1)C(F)(F)F)C(F)(F)F)=O)OC ((4S,5R)-3-{[3-(5-amino-2-methoxyphenyl)-6-azetidin-1-ylpyridin-2-yl]methyl}-5-[3,5-bis(trifluoromethyl)phenyl]-4-methyl-1,3-oxazolidin-2-one). Reagents/catalysts: [Pd] (Pd—C). Procedure: To a solution of (4S,5R)-3-{[6-azetidin-1-yl-3-(2-methoxy-5-nitrophenyl)pyridin-2-yl]methyl}-5-[3,5-bis(trifluoromethyl)phenyl]-4-methyl-1,3-oxazolidin-2-one (1.26 g, 2.064 mmol) in EtOH (80 mL) was added Pd—C (10%) (0.220 g, 0.206 mmol). The mixture was subjected to hydrogenation by using a Hz balloon for 6.5 h. The mixture was filtered through Celite® and the filtrate was concentrated in vacuo. This was purified by flash chromatography (Biotage Horizon, 40M, Si, ˜30 mL/min, 100% hexanes for 26... Solvent: CCO (EtOH). Reactants: C(C1=CC=CC=C1)(C1=CC=CC=C1)(C1=CC=CC=C1)SCCCSCCCSCCOCCOCCSCCCSCCCSC(C1=CC=CC=C1)(C1=CC=CC=C1)C1=CC=CC=C1 (1,26 ditrityl-1,5,9,18,22,26-hexathia-12,15-dioxahexacosane), triethylenesilane. The solvent is C(Cl)Cl (methylene chloride), FC(C(=O)O)(F)F (triflouroacetic acid), C(Cl)Cl (methylene chloride). Yields the product SCCCSCCCSCCOCCOCCSCCCSCCCS (1,5,9,18,22,26-hexathia-12,15-dioxahexacosane). Isolated yield 58.0%. As a reaction SMILES: C([S:20][CH2:21][CH2:22][CH2:23][S:24][CH2:25][CH2:26][CH2:27][S:28][CH2:29][CH2:30][O:31][CH2:32][CH2:33][O:34][CH2:35][CH2:36][S:37][CH2:38][CH2:39][CH2:40][S:41][CH2:42][CH2:43][CH2:44][S:45]C(C1C=CC=CC=1)(C1C=CC=CC=1)C1C=CC=CC=1)(C1C=CC=CC=1)(C1C=CC=CC=1)C1C=CC=CC=1>FC(F)(F)C(O)=O.C(Cl)Cl>[SH:45][CH2:44][CH2:43][CH2:42][S:41][CH2:40][CH2:39][CH2:38][S:37][CH2:36][CH2:35][O:34][CH2:33][CH2:32][O:31][CH2:30][CH2:29][S:28][CH2:27][CH2:26][CH2:25][S:24][CH2:23][CH2:22][CH2:21][SH:20]. Reported procedure: A 2.14 g amount of 1,26 ditrityl-1,5,9,18,22,26-hexathia-12,15-dioxahexacosane was dissolved in a mixture of 9.0 ml of triflouroacetic acid and 9.0 ml of methylene chloride. About 0.7 ml of triethylenesilane was added and stirred at room temperature for a half hour. About 100 ml of methylene chloride was added to the mixture and this was washed with 50 ml of water. The organic layer was then dried with magnesium sulfate and filtered. The solvent was evaporated from filtrate and the residue was p... The reactants are BrCC(=O)C1=CC(=C(C=C1)Cl)S(N)(=O)=O (2-bromo-4'-chloro-3'-sulfamoylacetophenone), CC1(NC(NC1)=S)C (4,4-dimethyl-2-imidazolidine-thione). Run in CO (methanol). The product is Br.ClC1=C(C=C(C=C1)C1(N2C(SC1)=NC(C2)(C)C)O)S(N)(=O)=O (3-(4-Chloro-3-sulfamoylphenyl)-6,6-dimethyl-3-hydroxy-2,3,5,6-tetrahydro-imidazo[2,1-b]thiazole-hydrobromide). As a reaction SMILES: [Br:1][CH2:2][C:3]([C:5]1[CH:10]=[CH:9][C:8]([Cl:11])=[C:7]([S:12](=[O:15])(=[O:14])[NH2:13])[CH:6]=1)=[O:4].[CH3:16][C:17]1([CH3:23])[CH2:21][NH:20][C:19](=[S:22])[NH:18]1>CO>[BrH:1].[Cl:11][C:8]1[CH:9]=[CH:10][C:5]([C:3]2([OH:4])[CH2:2][S:22][C:19]3=[N:18][C:17]([CH3:23])([CH3:16])[CH2:21][N:20]23)=[CH:6][C:7]=1[S:12](=[O:15])(=[O:14])[NH2:13] |f:3.4|. Reported procedure: 3.1 g of 2-bromo-4'-chloro-3'-sulfamoylacetophenone and 1.3 g of 4,4-dimethyl-2-imidazolidine-thione were reacted as described in Example 12 in 15 ml of methanol, the reaction mixture was precipitated with 70 ml of diethyl ether and the oily precipitate was crystallized with ethyl acetate at 40° to 50° C. Colorless, crystalline solid body: melting point: 164° C (decomposition). Starting materials: FC1=CC=C(C=C1)C=1C(=NC=NC1N1CCC(CC1)C=1N(C=C(N1)C1=CC(=C(C=C1)F)C(F)(F)F)C)N (5-(4-Fluoro-phenyl)-6-{4-[4-(4-fluoro-3-trifluoromethyl-phenyl)-1-methyl-1H-imidazol-2-yl]-piperidin-1-yl}-pyrimidin-4-ylamine), N1=CN=CC(=C1)B(O)O (pyrimidin-5-ylboronic acid). The product is FC1=C(C=C(C=C1)C=1N=C(N(C1)C)C1CCN(CC1)C1=C(C(=NC=N1)N)C=1C=NC=NC1)C(F)(F)F (6-{4-[4-(4-Fluoro-3-trifluoromethyl-phenyl)-1-methyl-1H-imidazol-2-yl]-piperidin-1-yl}-[5,5′]bipyrimidinyl-4-ylamine). As a reaction SMILES: FC1C=[CH:6][C:5]([C:8]2[C:9]([NH2:37])=[N:10][CH:11]=[N:12][C:13]=2[N:14]2[CH2:19][CH2:18][CH:17]([C:20]3[N:21]([CH3:36])[CH:22]=[C:23]([C:25]4[CH:30]=[CH:29][C:28]([F:31])=[C:27]([C:32]([F:35])([F:34])[F:33])[CH:26]=4)[N:24]=3)[CH2:16][CH2:15]2)=[CH:4]C=1.[N:38]1C=C(B(O)O)C=[N:40][CH:39]=1>>[F:31][C:28]1[CH:29]=[CH:30][C:25]([C:23]2[N:24]=[C:20]([CH:17]3[CH2:16][CH2:15][N:14]([C:13]4[N:12]=[CH:11][N:10]=[C:9]([NH2:37])[C:8]=4[C:5]4[CH:4]=[N:38][CH:39]=[N:40][CH:6]=4)[CH2:19][CH2:18]3)[N:21]([CH3:36])[CH:22]=2)=[CH:26][C:27]=1[C:32]([F:33])([F:35])[F:34]. Procedure: The title compound was prepared in an analogous manner as 5-(4-Fluoro-phenyl)-6-{4-[4-(4-fluoro-3-trifluoromethyl-phenyl)-1-methyl-1H-imidazol-2-yl]-piperidin-1-yl}-pyrimidin-4-ylamine using pyrimidin-5-ylboronic acid instead of 4-fluorophenylboronic acid. LC-MS: (M+1=499, obsd.=499). Starting materials: Cl.CC1=C(C(=CC=C1)C)NC(=NC)NC(=O)N (1-(2,6-dimethylphenyl-N'-methylamidino)urea hydrochloride). The solvent is [OH-].[Na+] (sodium hydroxide). Product: CC1=C(C(=CC=C1)C)NC(=NC)NC(=O)N (1-(2,6-dimethylphenyl-N'-methylamidino)urea). RXN SMILES: Cl.[CH3:2][C:3]1[CH:8]=[CH:7][CH:6]=[C:5]([CH3:9])[C:4]=1[NH:10][C:11]([NH:14][C:15]([NH2:17])=[O:16])=[N:12][CH3:13]>[OH-].[Na+]>[CH3:2][C:3]1[CH:8]=[CH:7][CH:6]=[C:5]([CH3:9])[C:4]=1[NH:10][C:11]([NH:14][C:15]([NH2:17])=[O:16])=[N:12][CH3:13] |f:0.1,2.3|. Procedure details: The free base is prepared by dissolving the above hydrochloride in 10% sodium hydroxide solution and extracting with ether. The ether is dried and evaporated to dryness to obtain 1-(2,6-dimethylphenyl-N'-methylamidino)urea. Reactants: 20c, COC(CN1C(=C(C2=CC(=CC=C12)F)CC1=C(C=CC=C1)S(=O)(=O)Cl)C)=O ([3-(2-chlorosulfonylbenzyl)-5-fluoro-2-methylindol-1-yl]acetic acid methyl ester), CNC1=CC=CC=C1 (N-methylaniline). Product: COC(CN1C(=C(C2=CC(=CC=C12)F)CC1=C(C=CC=C1)S(N(C1=CC=CC=C1)C)(=O)=O)C)=O ({5-fluoro-2-methyl-3-[2-(methylphenylsulfamoyl)benzyl]indol-1-yl}acetic acid methyl ester). Reaction SMILES: [CH3:1][O:2][C:3](=[O:27])[CH2:4][N:5]1[C:13]2[C:8](=[CH:9][C:10]([F:14])=[CH:11][CH:12]=2)[C:7]([CH2:15][C:16]2[CH:21]=[CH:20][CH:19]=[CH:18][C:17]=2[S:22](Cl)(=[O:24])=[O:23])=[C:6]1[CH3:26].[CH3:28][NH:29][C:30]1[CH:35]=[CH:34][CH:33]=[CH:32][CH:31]=1>>[CH3:1][O:2][C:3](=[O:27])[CH2:4][N:5]1[C:13]2[C:8](=[CH:9][C:10]([F:14])=[CH:11][CH:12]=2)[C:7]([CH2:15][C:16]2[CH:21]=[CH:20][CH:19]=[CH:18][C:17]=2[S:22](=[O:24])(=[O:23])[N:29]([CH3:28])[C:30]2[CH:35]=[CH:34][CH:33]=[CH:32][CH:31]=2)=[C:6]1[CH3:26]. Reported procedure: The title compound was prepared by the method of Preparation 20c using [3-(2-chlorosulfonylbenzyl)-5-fluoro-2-methylindol-1-yl]acetic acid methyl ester and N-methylaniline. Reactants: C(C)(C)(C)OC(CN1C(=NC2=C1C=CC(=C2)N(C(C(C)C)=O)CC2=CC=CC=C2)CCC)=O ([5-(Benzyl-isobutyryl-amino)-2-propyl-benzoimidazol-1-yl]-acetic acid tert-butyl ester), C(=O)(C(F)(F)F)O (TFA). The product is C(C1=CC=CC=C1)N(C1=CC2=C(N(C(=N2)CCC)CC(=O)O)C=C1)C(C(C)C)=O ([5-(Benzyl-isobutyryl-amino)-2-propyl-benzoimidazol-1-yl]-acetic acid). RXN SMILES: C([O:5][C:6](=[O:33])[CH2:7][N:8]1[C:12]2[CH:13]=[CH:14][C:15]([N:17]([CH2:23][C:24]3[CH:29]=[CH:28][CH:27]=[CH:26][CH:25]=3)[C:18](=[O:22])[CH:19]([CH3:21])[CH3:20])=[CH:16][C:11]=2[N:10]=[C:9]1[CH2:30][CH2:31][CH3:32])(C)(C)C.C(O)(C(F)(F)F)=O>>[CH2:23]([N:17]([C:18](=[O:22])[CH:19]([CH3:21])[CH3:20])[C:15]1[CH:14]=[CH:13][C:12]2[N:8]([CH2:7][C:6]([OH:33])=[O:5])[C:9]([CH2:30][CH2:31][CH3:32])=[N:10][C:11]=2[CH:16]=1)[C:24]1[CH:25]=[CH:26][CH:27]=[CH:28][CH:29]=1. Procedure: [5-(Benzyl-isobutyryl-amino)-2-propyl-benzoimidazol-1-yl]-acetic acid tert-butyl ester (0.12 mmol) was treated with TFA (2 mL) for 2 hours, concentrated, and purified by preparative LCMS to give the title compound. 1H NMR (d6-DMSO) δ7.55 (m, 1H), 7.25 (m, 6H), 7.03 (m, 1H), 5.14 (s, 2H), 4.88 (s, 2H), 3.20 (m, 2H), 2.80 (m, 1H), 1.72 (m, 2H), 1.25 (m, 6H), 0.95 (t, 3H). MS calculated for C23H27N3O3+H: 394, observed: 394.